This data is from the Open Reaction Database (ORD), a public repository of structured organic reaction records. The task is: describe an organic reaction: reactants, conditions, products, and yield The reactants are Br.CC1=CC=C(C=C1)[C@@H]1SC2=C(N(C([C@@H]1OC(C)=O)=O)CCNC)C=CC=C2 ((±)-cis-2-(4-methylphenyl)-3-acetoxy-5-[2-(N-methylamino)ethyl]-2,3-dihydro-1,5-benzothiazepin- 4(5H)-one hydrobromide), [OH-].[Na+] (sodium hydroxide), C(C)O (ethanol). Solvent: O (water). Reaction conditions: time 1 hour. Product: Br.CC1=CC=C(C=C1)[C@@H]1SC2=C(N(C([C@@H]1O)=O)CCNC)C=CC=C2 ((±)-cis-2-(4-methylphenyl)-3-hydroxy-5-[2-(N-methylamino)ethyl]-2,3-dihydro-1,5-benzothiazepin-4(5H)-one hydrobromide). Yield: 79.7%. Reaction SMILES: [BrH:1].[CH3:2][C:3]1[CH:8]=[CH:7][C:6]([C@H:9]2[C@@H:15]([O:16]C(=O)C)[C:14](=[O:20])[N:13]([CH2:21][CH2:22][NH:23][CH3:24])[C:12]3[CH:25]=[CH:26][CH:27]=[CH:28][C:11]=3[S:10]2)=[CH:5][CH:4]=1.[OH-].[Na+].C(O)C>O>[BrH:1].[CH3:2][C:3]1[CH:4]=[CH:5][C:6]([C@H:9]2[C@@H:15]([OH:16])[C:14](=[O:20])[N:13]([CH2:21][CH2:22][NH:23][CH3:24])[C:12]3[CH:25]=[CH:26][CH:27]=[CH:28][C:11]=3[S:10]2)=[CH:7][CH:8]=1 |f:0.1,2.3,6.7|. Procedure: A mixture of 0.8 g of (±)-cis-2-(4-methylphenyl)-3-acetoxy-5-[2-(N-methylamino)ethyl]-2,3-dihydro-1,5-benzothiazepin- 4(5H)-one hydrobromide, 10 ml of 5% aqueous sodium hydroxide solution and 5 ml of ethanol is stirred at room temperature for 1 hours. After the reaction is completed, the mixture is diluted with water and the aqueous mixture is extracted with chloroform. The extract is washed with aqueous saturated sodium chloride solution, dried and evaporated to remove solvent. The residue is c... Starting materials: Nc1cc(Cl)ccc1[N+](=O)[O-], [H-], [Na+], CN(C)C=O, N#Cc1c[nH]cc1-c1ccccc1. Yields the product N#Cc1cn(-c2ccc([N+](=O)[O-])c(N)c2)cc1-c1ccccc1. RXN SMILES: [Cl:1][c:2]1[cH:3][cH:4][c:5]([N+:9](=[O:10])[O-:11])[c:6]([NH2:7])[cH:8]1.[H-:26].[Na+:25].[O:27]=[CH:28][N:29]([CH3:30])[CH3:31].[c:12]1(-[c:18]2[c:19]([C:23]#[N:24])[cH:20][nH:21][cH:22]2)[cH:13][cH:14][cH:15][cH:16][cH:17]1>>[c:2]1(-[n:21]2[cH:20][c:19]([C:23]#[N:24])[c:18](-[c:12]3[cH:13][cH:14][cH:15][cH:16][cH:17]3)[cH:22]2)[cH:3][cH:4][c:5]([N+:9](=[O:10])[O-:11])[c:6]([NH2:7])[cH:8]1. Procedure: 6-Bromo-1-phenyl-1-hexanone (2.9 g) and potassium carbonate (3 g) were added to a solution of 4-hydroxy-4-tert-butoxycarbonylaminomethylpiperidine (2.5 g) in dimethylformamide (40 ml), and the mixture was stirred at 60° C. for 2 hr. Water was added to the reaction mixture, and the mixture was extracted with chloroform. The organic layer was washed with brine, dried and the solvent was evaporated under reduced pressure. The obtained residue was purified by silica gel column chromatography (chloro... Yields the product OC1(CCN(CC1)CCCCCC(C1=CC=CC=C1)=O)CNC(=O)OC(C)(C)C (4-hydroxy-1-(6-oxo-6-phenylhexyl)-4-tert-butoxycarbonylaminomethylpiperidine). Isolated yield 85.2%. Conditions: temperature 60 celsius, time 2 hour. The solvent is CN(C=O)C (dimethylformamide). RXN SMILES: Br[CH2:2][CH2:3][CH2:4][CH2:5][CH2:6][C:7]([C:9]1[CH:14]=[CH:13][CH:12]=[CH:11][CH:10]=1)=[O:8].C(=O)([O-])[O-].[K+].[K+].[OH:21][C:22]1([CH2:28][NH:29][C:30]([O:32][C:33]([CH3:36])([CH3:35])[CH3:34])=[O:31])[CH2:27][CH2:26][NH:25][CH2:24][CH2:23]1.O>CN(C)C=O>[OH:21][C:22]1([CH2:28][NH:29][C:30]([O:32][C:33]([CH3:36])([CH3:35])[CH3:34])=[O:31])[CH2:27][CH2:26][N:25]([CH2:2][CH2:3][CH2:4][CH2:5][CH2:6][C:7](=[O:8])[C:9]2[CH:14]=[CH:13][CH:12]=[CH:11][CH:10]=2)[CH2:24][CH2:23]1 |f:1.2.3|. Starting materials: O (Water), BrCCCCCC(=O)C1=CC=CC=C1 (6-Bromo-1-phenyl-1-hexanone), C([O-])([O-])=O.[K+].[K+] (potassium carbonate), OC1(CCNCC1)CNC(=O)OC(C)(C)C (4-hydroxy-4-tert-butoxycarbonylaminomethylpiperidine).